This data is from the Open Reaction Database (ORD), a public repository of structured organic reaction records. The task is: describe an organic reaction: reactants, conditions, products, and yield The reactants are OC1(CC(CCC1)C(F)(F)F)CNC(=O)C=1C=2C=CC(=NC2C=CC1Cl)Cl (2,6-dichloro-quinoline-5-carboxylic acid (1-hydroxy-3-trifluoromethyl-cyclohexylmethyl)-amide), CCN(C(C)C)C(C)C (DIPEA), CN([C@H]1CNCC1)C ((R)-3-dimethylamino-pyrrolidine). The product is OC1(CC(CCC1)C(F)(F)F)CNC(=O)C=1C=2C=CC(=NC2C=CC1Cl)N1C[C@@H](CC1)N(C)C (6-Chloro-2-((R)-3-dimethylamino-pyrrolidin-1-yl)-quinoline-5-carboxylic acid (1-hydroxy-3-trifluoromethyl-cyclohexylmethyl)-amide). RXN SMILES: [OH:1][C:2]1([CH2:12][NH:13][C:14]([C:16]2[C:17]3[CH:18]=[CH:19][C:20](Cl)=[N:21][C:22]=3[CH:23]=[CH:24][C:25]=2[Cl:26])=[O:15])[CH2:7][CH2:6][CH2:5][CH:4]([C:8]([F:11])([F:10])[F:9])[CH2:3]1.CCN(C(C)C)C(C)C.[CH3:37][N:38]([CH3:44])[C@@H:39]1[CH2:43][CH2:42][NH:41][CH2:40]1>>[OH:1][C:2]1([CH2:12][NH:13][C:14]([C:16]2[C:17]3[CH:18]=[CH:19][C:20]([N:41]4[CH2:42][CH2:43][C@@H:39]([N:38]([CH3:44])[CH3:37])[CH2:40]4)=[N:21][C:22]=3[CH:23]=[CH:24][C:25]=2[Cl:26])=[O:15])[CH2:7][CH2:6][CH2:5][CH:4]([C:8]([F:9])([F:10])[F:11])[CH2:3]1. Procedure: The title compound was synthesized according to the procedure described in example 1 using 2,6-dichloro-quinoline-5-carboxylic acid (1-hydroxy-3-trifluoromethyl-cyclohexylmethyl)-amide, DIPEA and (R)-3-dimethylamino-pyrrolidine. 1H NMR (400 MHz, DMSO-d6) δ ppm 8.75 (1H), 7.85 (m, 1H), 7.58 (2H), 7.05 (1H), 4.76 (s, 1H), 3.83 (t, 1H), 3.75 (m, 2H), 3.46 (m, 2H), 3.26 (m, 2H), 2.84 (m, 1H), 2.22 (s, 6H), 2.12 (m, 2H), 1.85-1.72 (m, 4H), 1.27 (t, 1H), 1.07 (t, 1H), 0.83 (d, 3H). m/z: 499 [M+H] Starting materials: CCCCN(CCCC)CCCC, ClCCl, C=C[Si](C)(C)O[Si](C)(C)C=C, Cl[Si](Cl)(Cl)Cl. Yields the product C=C[Si](C)(C)O[Si](Cl)(Cl)Cl. As a reaction SMILES: [CH2:17]([N:18]([CH2:19][CH2:20][CH2:21][CH3:22])[CH2:23][CH2:24][CH2:25][CH3:26])[CH2:27][CH2:28][CH3:29].[CH2:30]([Cl:31])[Cl:32].[CH:1](=[CH2:2])[Si:3]([O:4][Si:5]([CH:6]=[CH2:7])([CH3:8])[CH3:9])([CH3:10])[CH3:11].[Cl:12][Si:13]([Cl:14])([Cl:15])[Cl:16]>>[CH:1](=[CH2:2])[Si:3]([O:4][Si:13]([Cl:12])([Cl:14])[Cl:16])([CH3:10])[CH3:11]. The reactants are C=C1CS(=O)C2C(N3C(=O)c4ccccc4C3=O)C(=O)N2C1C(=O)OC, CN(C)C=O, CCOC(C)=O, O, ClP(Cl)Cl. Yields the product C=C1CSC2C(N3C(=O)c4ccccc4C3=O)C(=O)N2C1C(=O)OC. Reaction SMILES: [C:1]1(=[O:26])[c:2]2[c:3]([cH:22][cH:23][cH:24][cH:25]2)[C:4](=[O:21])[N:5]1[CH:6]1[CH:7]2[N:8]([CH:9]([C:15](=[O:16])[O:17][CH3:18])[C:10](=[CH2:14])[CH2:11][S:12]2=[O:13])[C:19]1=[O:20].[CH3:27][N:28]([CH3:29])[CH:30]=[O:31].[CH3:37][CH2:38][O:39][C:40](=[O:41])[CH3:42].[OH2:36].[P:32]([Cl:33])([Cl:34])[Cl:35]>>[C:1]1(=[O:26])[c:2]2[c:3]([cH:22][cH:23][cH:24][cH:25]2)[C:4](=[O:21])[N:5]1[CH:6]1[CH:7]2[N:8]([CH:9]([C:15](=[O:16])[O:17][CH3:18])[C:10](=[CH2:14])[CH2:11][S:12]2)[C:19]1=[O:20]. Starting materials: O=C1C2CC2(c2ccc([N+](=O)[O-])cc2)C(=O)N1Cc1ccccc1, CCO. Yields the product Nc1ccc(C23CC2C(=O)N(Cc2ccccc2)C3=O)cc1. As a reaction SMILES: [CH2:1]([c:2]1[cH:3][cH:4][cH:5][cH:6][cH:7]1)[N:8]1[C:9](=[O:24])[C:10]2([c:15]3[cH:16][cH:17][c:18]([N+:21]([O-:22])=[O:23])[cH:19][cH:20]3)[CH2:11][CH:12]2[C:13]1=[O:14].[CH3:25][CH2:26][OH:27]>>[CH2:1]([c:2]1[cH:3][cH:4][cH:5][cH:6][cH:7]1)[N:8]1[C:9](=[O:24])[C:10]2([c:15]3[cH:16][cH:17][c:18]([NH2:21])[cH:19][cH:20]3)[CH2:11][CH:12]2[C:13]1=[O:14]. Reactants: S(=O)(Cl)Cl (thionyl chloride), O1N=C(C(=N1)C(=O)O)C(=O)O (1,2,5-oxadiazole-3,4-dicarboxylic acid), Cl (HCl). The solvent is CN(C=O)C (dimethylformamide). Reaction conditions: time 1 hour. The product is O1N=C(C(=N1)C(=O)Cl)C(=O)Cl (1,2,5-oxadiazole-3,4-dicarbonyl chloride). Reaction SMILES: S(Cl)([Cl:3])=O.[O:5]1[N:9]=[C:8]([C:10](O)=[O:11])[C:7]([C:13]([OH:15])=O)=[N:6]1.[ClH:16]>CN(C)C=O>[O:5]1[N:9]=[C:8]([C:10]([Cl:16])=[O:11])[C:7]([C:13]([Cl:3])=[O:15])=[N:6]1. Procedure: In a glass reactor under a blanket of nitrogen was placed 120 ml of thionyl chloride and 15.8 g of 1,2,5-oxadiazole-3,4-dicarboxylic acid (Grundmann, Ber. 97 (2), 575-8, 1964). The mixture was heated to reflux and 0.5 ml of dimethylformamide was added. In the ensuing vigorous reaction HCl and SO2 were given off. Refluxing was continued for about 1 hour until all the free acid was dissolved. Excess thionyl chloride was removed at 50° C under vacuum and the residue distilled at 35° C/0.5 mm. Two r... Reactants: [OH-].[Na+] (sodium hydroxide), ClC1=CC(=CC=2N1C(=C(N2)C(F)(F)F)CC2CCC(CC2)(F)F)C(=O)OCC (ethyl 5-chloro-3-{(4,4-difluorocyclohexyl)methyl}-2-(trifluoromethyl)imidazo[1,2-a]pyridine-7-carboxylate), C1CCOC1 (THF). Run in O (water). Product: crude product, ClC1=CC(=CC=2N1C(=C(N2)C(F)(F)F)CC2CCC(CC2)(F)F)C(=O)O (5-chloro-3-(4,4-difluorocyclohexylmethyl)-2-trifluoromethylimidazo[1,2-a]pyridine-7-carboxylic acid). Isolated yield 113.9%. As a reaction SMILES: [Cl:1][C:2]1[N:7]2[C:8]([CH2:15][CH:16]3[CH2:21][CH2:20][C:19]([F:23])([F:22])[CH2:18][CH2:17]3)=[C:9]([C:11]([F:14])([F:13])[F:12])[N:10]=[C:6]2[CH:5]=[C:4]([C:24]([O:26]CC)=[O:25])[CH:3]=1.C1COCC1.[OH-].[Na+]>O>[Cl:1][C:2]1[N:7]2[C:8]([CH2:15][CH:16]3[CH2:21][CH2:20][C:19]([F:22])([F:23])[CH2:18][CH2:17]3)=[C:9]([C:11]([F:12])([F:13])[F:14])[N:10]=[C:6]2[CH:5]=[C:4]([C:24]([OH:26])=[O:25])[CH:3]=1 |f:2.3|. Reported procedure: Ethyl 5-chloro-3-(4,4-difluorocyclohexylmethyl)-2-trifluoromethylimidazo[1,2-a]pyridine-7-carboxylate (62 mg, 0.146 mmol) obtained in step 2 was suspended in a mixed solvent of THF (2.0 mL) and water (2.0 mL), and the suspension was stirred under heat and reflux for 3 hours after adding sodium hydroxide (29 mg, 0.730 mmol). The reaction mixture was allowed to cool to room temperature, and the solvent was then evaporated under reduced pressure. The residue was extracted with water after adding ch... Starting materials: C(CC)(=O)CC(=O)OC (methyl propionylacetate), C(OC)(OC)OC (trimethyl orthoformate), OS(=O)(=O)O (H2SO4). Procedure: To a mixture of methyl propionylacetate (104 g. 0.8 mole) and trimethyl orthoformate 98% (95.3 g, 0.88 mole) was added dropwise 1 ml of concentrated H2SO4 at room temperature and it was allowed to stir overnight. After neutralization with excess anhydrous K2CO3, the solution was filtered and distilled to yield the title ester, b.p. 55° C. (0.55 mm). The product is COC(C=C(CC)OC)=O (3-Methoxy-2-pentenoic Acid Methyl Ester). Reaction conditions: time 8 hour. As a reaction SMILES: [C:1]([CH2:5][C:6]([O:8][CH3:9])=[O:7])(=[O:4])[CH2:2][CH3:3].[CH:10](OC)(OC)OC.OS(O)(=O)=O>>[CH3:9][O:8][C:6](=[O:7])[CH:5]=[C:1]([O:4][CH3:10])[CH2:2][CH3:3]. Starting materials: CC(=O)C (acetone), ClC=1C(=C(C=CC1)CC#N)CC#N (2,2′-(3-chloro-1,2-phenylene)diacetonitrile), Br.C(C)(=O)O (hydrogen bromide acetic acid), C(C)OCC (diethylether), CC(=O)C (acetone). Run in C(C)(=O)O (acetic acid). Run at time 3 hour. Product: ClC1=CC=CC=2CC(NC(CC21)=O)=O (6-chloro-1H-3-benzazepine-2,4(3H,5H)-dione). Reaction SMILES: [Cl:1][C:2]1[C:3](CC#N)=[C:4]([CH2:8][C:9]#[N:10])[CH:5]=[CH:6][CH:7]=1.Br.[C:15]([OH:18])(=O)[CH3:16].C([O:21]CC)C.CC(C)=O>C(O)(=O)C>[Cl:1][C:2]1[C:3]2[CH2:16][C:15](=[O:18])[NH:10][C:9](=[O:21])[CH2:8][C:4]=2[CH:5]=[CH:6][CH:7]=1 |f:1.2|. Procedure: To a suspension of 32.94 g of 2,2′-(3-chloro-1,2-phenylene)diacetonitrile in 100 ml of acetic acid was added dropwise 100 ml of a 33% hydrogen bromide-acetic acid solution over 1.5 hours while keeping the inner temperature at 20° C. or lower. The reaction mixture was stirred at room temperature for 3 hours, and then to the reaction mixture were added diethylether and acetone. The resulting candy-like dark brown solid substance and the suspension were separated, the suspension was concentrated un...